This data is from the Open Reaction Database (ORD), a public repository of structured organic reaction records. The task is: describe an organic reaction: reactants, conditions, products, and yield Reactants: CC1=NN(C(=N1)C)C1=CC(=NC(=N1)C(F)(F)F)[C@H]1[C@@H](C1)CO (trans-(2-(6-(3,5-dimethyl-1H-1,2,4-triazol-1-yl)-2-(trifluoromethyl)pyrimidin-4-yl)cyclopropyl)methanol), CC(=O)OI1(C=2C=CC=CC2C(=O)O1)(OC(=O)C)OC(=O)C (Dess-Martin periodinane). Solvent: C(Cl)Cl (DCM). Run at time 2 hour. The product is CC1=NN(C(=N1)C)C1=CC(=NC(=N1)C(F)(F)F)[C@H]1[C@@H](C1)C=O (trans-2-(6-(3,5-dimethyl-1H-1,2,4-triazol-1-yl)-2-(trifluoromethyl)pyrimidin-4-yl)cyclopropanecarbaldehyde). As a reaction SMILES: [CH3:1][C:2]1[N:6]=[C:5]([CH3:7])[N:4]([C:8]2[N:13]=[C:12]([C:14]([F:17])([F:16])[F:15])[N:11]=[C:10]([C@@H:18]3[CH2:20][C@H:19]3[CH2:21][OH:22])[CH:9]=2)[N:3]=1.CC(OI1(OC(C)=O)(OC(C)=O)OC(=O)C2C=CC=CC1=2)=O>C(Cl)Cl>[CH3:1][C:2]1[N:6]=[C:5]([CH3:7])[N:4]([C:8]2[N:13]=[C:12]([C:14]([F:17])([F:16])[F:15])[N:11]=[C:10]([C@@H:18]3[CH2:20][C@H:19]3[CH:21]=[O:22])[CH:9]=2)[N:3]=1. Reported procedure: To a stirred solution of trans-(2-(6-(3,5-dimethyl-1H-1,2,4-triazol-1-yl)-2-(trifluoromethyl)pyrimidin-4-yl)cyclopropyl)methanol (16-5, 409 mg, 1.30 mmol, 1.0 eq.) in anhydrous DCM (10.0 mL) at 0° C. was added Dess-Martin periodinane (610 mg, 1.44 mmol, 1.1 eq.). The resulting mixture was stirred for 2 hours at room temperature under an atmosphere of nitrogen gas. The mixture was then quenched with saturated aqueous NaHCO3 solution (10 mL) and 10% aqueous Na2S2O3 solution (10 mL) and vigorously ... The reactants are C1(=C(C=CC=C1)NC(OC1CCN(CC1)CCN(C)C(CCCCCNC1=C(C=C(C=C1)C(N(C)CCCN(C)C(CO[C@H]1CC2=CC=CC=C2C12CCN(CC2)CC[C@]2(CN(CO2)C(C2=CC(=CC(=C2)C(F)(F)F)C(F)(F)F)=O)C2=CC=C(C=C2)F)=O)=O)F)=O)=O)C2=CC=CC=C2 (1-(2-{[6-({4-[{3-[({[(2S)-1′-{2-[(5R)-3-[3,5-Bis(trifluoromethyl)benzoyl]-5-(4-fluorophenyl)-1,3-oxazolidin-5-yl]ethyl}-2,3-dihydrospiro[indene-1,4′-piperidin]-2-yl]oxy}acetyl)(methyl)amino]propyl}(methyl)carbamoyl]-2-fluorophenyl}amino)hexanoyl](methyl)amino}ethyl)piperidin-4-yl biphenyl-2-ylcarbamate), Cl.O1CCOCC1 (hydrochloric acid dioxane). The solvent is CO (methanol). Yields the product Cl.Cl.Cl.C1(=C(C=CC=C1)NC(OC1CCN(CC1)CCN(C)C(CCCCCNC1=C(C=C(C=C1)C(N(C)CCCN(C)C(CO[C@H]1CC2=CC=CC=C2C12CCN(CC2)CC[C@]2(CN(CO2)C(C2=CC(=CC(=C2)C(F)(F)F)C(F)(F)F)=O)C2=CC=C(C=C2)F)=O)=O)F)=O)=O)C2=CC=CC=C2 (1-(2-{[6-({4-[{3-[({[(2S)-1′-{2-[(5R)-3-[3,5-Bis(trifluoromethyl)benzoyl]-5-(4-fluorophenyl)-1,3-oxazolidin-5-yl]ethyl}-2,3-dihydrospiro[indene-1,4′-piperidin]-2-yl]oxy}acetyl)(methyl)amino]propyl}(methyl)carbamoyl]-2-fluorophenyl}amino)hexanoyl](methyl)amino}ethyl)piperidin-4-yl biphenyl-2-ylcarbamate trihydrochloride). Isolated yield 79.4%. Reaction SMILES: [C:1]1([C:93]2[CH:98]=[CH:97][CH:96]=[CH:95][CH:94]=2)[CH:6]=[CH:5][CH:4]=[CH:3][C:2]=1[NH:7][C:8](=[O:92])[O:9][CH:10]1[CH2:15][CH2:14][N:13]([CH2:16][CH2:17][N:18]([C:20](=[O:91])[CH2:21][CH2:22][CH2:23][CH2:24][CH2:25][NH:26][C:27]2[CH:32]=[CH:31][C:30]([C:33](=[O:89])[N:34]([CH2:36][CH2:37][CH2:38][N:39]([C:41](=[O:88])[CH2:42][O:43][C@@H:44]3[C:52]4([CH2:57][CH2:56][N:55]([CH2:58][CH2:59][C@:60]5([C:81]6[CH:86]=[CH:85][C:84]([F:87])=[CH:83][CH:82]=6)[O:64][CH2:63][N:62]([C:65](=[O:80])[C:66]6[CH:71]=[C:70]([C:72]([F:75])([F:74])[F:73])[CH:69]=[C:68]([C:76]([F:79])([F:78])[F:77])[CH:67]=6)[CH2:61]5)[CH2:54][CH2:53]4)[C:51]4[C:46](=[CH:47][CH:48]=[CH:49][CH:50]=4)[CH2:45]3)[CH3:40])[CH3:35])=[CH:29][C:28]=2[F:90])[CH3:19])[CH2:12][CH2:11]1.[ClH:99].O1CCOCC1>CO>[ClH:99].[ClH:99].[ClH:99].[C:1]1([C:93]2[CH:94]=[CH:95][CH:96]=[CH:97][CH:98]=2)[CH:6]=[CH:5][CH:4]=[CH:3][C:2]=1[NH:7][C:8](=[O:92])[O:9][CH:10]1[CH2:15][CH2:14][N:13]([CH2:16][CH2:17][N:18]([C:20](=[O:91])[CH2:21][CH2:22][CH2:23][CH2:24][CH2:25][NH:26][C:27]2[CH:32]=[CH:31][C:30]([C:33](=[O:89])[N:34]([CH2:36][CH2:37][CH2:38][N:39]([C:41](=[O:88])[CH2:42][O:43][C@@H:44]3[C:52]4([CH2:57][CH2:56][N:55]([CH2:58][CH2:59][C@:60]5([C:81]6[CH:86]=[CH:85][C:84]([F:87])=[CH:83][CH:82]=6)[O:64][CH2:63][N:62]([C:65](=[O:80])[C:66]6[CH:71]=[C:70]([C:72]([F:73])([F:74])[F:75])[CH:69]=[C:68]([C:76]([F:78])([F:77])[F:79])[CH:67]=6)[CH2:61]5)[CH2:54][CH2:53]4)[C:51]4[C:46](=[CH:47][CH:48]=[CH:49][CH:50]=4)[CH2:45]3)[CH3:40])[CH3:35])=[CH:29][C:28]=2[F:90])[CH3:19])[CH2:12][CH2:11]1 |f:1.2,4.5.6.7|. Procedure: The compound (148 mg) obtained in Example 13d was dissolved in methanol (1 mL), 4 N hydrochloric acid-dioxane (0.108 mL, 0.434 mmol) was added, and the solvent was evaporated under reduced pressure to give the title compound (127 mg; yield, 80%) as a white solid. Reactants: C(CCCCCCCC)OC1=CC=C(C=C1)[C@@H]1CC[C@H](CC1)C(=O)O (trans-4-(4-nonyloxyphenyl)cyclohexylcarboxylic acid), S(=O)(Cl)Cl (thionyl chloride). The solvent is C1(=CC=CC=C1)C (toluene). Product: C(CCCCCCCC)OC1=CC=C(C=C1)[C@@H]1CC[C@H](CC1)C(=O)Cl (trans-4-(4-nonyloxyphenyl)cyclohexylcarboxylic acid chloride). Reaction SMILES: [CH2:1]([O:10][C:11]1[CH:16]=[CH:15][C:14]([C@H:17]2[CH2:22][CH2:21][C@H:20]([C:23]([OH:25])=O)[CH2:19][CH2:18]2)=[CH:13][CH:12]=1)[CH2:2][CH2:3][CH2:4][CH2:5][CH2:6][CH2:7][CH2:8][CH3:9].S(Cl)([Cl:28])=O>C1(C)C=CC=CC=1>[CH2:1]([O:10][C:11]1[CH:16]=[CH:15][C:14]([C@H:17]2[CH2:22][CH2:21][C@H:20]([C:23]([Cl:28])=[O:25])[CH2:19][CH2:18]2)=[CH:13][CH:12]=1)[CH2:2][CH2:3][CH2:4][CH2:5][CH2:6][CH2:7][CH2:8][CH3:9]. Reported procedure: 0.6 g of the thus obtained trans-4-(4-nonyloxyphenyl)cyclohexylcarboxylic acid was heated in toluene with 5 ml of thionyl chloride. Then, toluene was distilled off to obtain trans-4-(4-nonyloxyphenyl)cyclohexylcarboxylic acid chloride. The thus obtained acid chloride was dissolved in 40 ml of carbon tetrachloride to obtain a solution, to which added were 5 ml of pyridine and a solution prepared by dissolving 0.56 g of (S)-3-hydroxy-4-(1-oxo-2-methylbutyl)phenol in 10 ml of carbon tetrachloride. ... Starting materials: Cl (hydrochloric acid), OCCO[C@H]1[C@](C(CO)=O)([C@]2(C[C@@H]([C@@H]3[C@]4(C=CC(C=C4CC[C@H]3[C@@H]2C1)=O)C)O)C)O (16α-(2-hydroxyethoxy)-11β,-17,21-trihydroxypregna-1,4-diene-3,20-dione), 21-acetate, CS(=O)(=O)Cl (methane sulfonyl chloride). Solvent: N1=CC=CC=C1 (pyridine). Product: S(=O)(=O)(C)OCCO[C@H]1[C@](C(CO)=O)([C@]2(C[C@@H]([C@@H]3[C@]4(C=CC(C=C4CC[C@H]3[C@@H]2C1)=O)C)O)C)O (16α-(2-mesyloxyethoxy)-11β,17,21-trihydroxypregna-1,4-diene-3,20-dione). Reaction SMILES: [OH:1][CH2:2][CH2:3][O:4][C@@H:5]1[CH2:25][C@@H:24]2[C@:11]([CH3:29])([CH2:12][C@H:13]([OH:28])[C@H:14]3[C@H:23]2[CH2:22][CH2:21][C:20]2[C@:15]3([CH3:27])[CH:16]=[CH:17][C:18](=[O:26])[CH:19]=2)[C@@:6]1([OH:30])[C:7](=[O:10])[CH2:8][OH:9].[CH3:31][S:32](Cl)(=[O:34])=[O:33].Cl>N1C=CC=CC=1>[S:32]([O:1][CH2:2][CH2:3][O:4][C@@H:5]1[CH2:25][C@@H:24]2[C@:11]([CH3:29])([CH2:12][C@H:13]([OH:28])[C@H:14]3[C@H:23]2[CH2:22][CH2:21][C:20]2[C@:15]3([CH3:27])[CH:16]=[CH:17][C:18](=[O:26])[CH:19]=2)[C@@:6]1([OH:30])[C:7](=[O:10])[CH2:8][OH:9])([CH3:31])(=[O:34])=[O:33]. Procedure details: A solution of 3.0 g of 16α-(2-hydroxyethoxy)-11β,-17,21-trihydroxypregna-1,4-diene-3,20-dione, 21-acetate in 15 ml of pyridine is stirred with 0.75 ml of methane sulfonyl chloride at 0°C for 150 minutes. The mixture is poured into 1.5 liter of cold 1N hydrochloric acid, stirred for a short time, and filtered. The resulting solid is dissolved in chloroform, washed with water, dried, and evaporated in vacuo to give 4.0 g of crude 16α-(2-mesyloxyethoxy)-11β,17,21-trihydroxypregna-1,4-diene-3,20-dio... Reactants: FC(C(CS(=O)(=O)CC#N)(C(F)(F)F)C)(F)F ((3,3,3-trifluoro-2-methyl-2-trifluoromethyl-propane-1-sulfonyl)-acetonitrile), FC(F)(F)SCCOS(=O)(=O)C(F)(F)F (trifluoro-methanesulfonic acid 2-trifluoromethylsulfanyl-ethyl ester). The product is FC(F)(F)SCCC(C#N)S(=O)(=O)CC(C(F)(F)F)(C(F)(F)F)C (4-Trifluoromethylsulfanyl-2-(3,3,3-trifluoro-2-methyl-2-trifluoromethyl-propane-1-sulfonyl)-butyronitrile). As a reaction SMILES: [F:1][C:2]([F:17])([F:16])[C:3]([CH3:15])([C:11]([F:14])([F:13])[F:12])[CH2:4][S:5]([CH2:8][C:9]#[N:10])(=[O:7])=[O:6].[F:18][C:19]([S:22][CH2:23][CH2:24]OS(C(F)(F)F)(=O)=O)([F:21])[F:20]>>[F:18][C:19]([S:22][CH2:23][CH2:24][CH:8]([S:5]([CH2:4][C:3]([CH3:15])([C:2]([F:1])([F:16])[F:17])[C:11]([F:13])([F:12])[F:14])(=[O:6])=[O:7])[C:9]#[N:10])([F:21])[F:20]. Reported procedure: Compound II-28 was prepared from (3,3,3-trifluoro-2-methyl-2-trifluoromethyl-propane-1-sulfonyl)-acetonitrile and trifluoro-methanesulfonic acid 2-trifluoromethylsulfanyl-ethyl ester as described for compound II-1. The reactants are S(O)(O)(=O)=O (sulfuric acid), ice water, [OH-].[K+] (potassium hydroxide), sulfate salt, N1C(=NCC1)C1=C(C(=O)C2=CC=CC=C2)C=CC=C1 (2-(2-imidazolin-2-yl) benzophenone). Yields the product C1(=CC=CC=C1)C1(N2C(C3=CC=CC=C13)=NCC2)O (2,3-dihydro-5-phenyl-5H-imidazo[2,1-a]isoindol-5-ol). As a reaction SMILES: S(=O)(=O)(O)O.[NH:6]1[CH2:10][CH2:9][N:8]=[C:7]1[C:11]1[CH:24]=[CH:23][CH:22]=[CH:21][C:12]=1[C:13]([C:15]1[CH:20]=[CH:19][CH:18]=[CH:17][CH:16]=1)=[O:14].[OH-].[K+]>>[C:15]1([C:13]2([OH:14])[C:12]3[C:11](=[CH:24][CH:23]=[CH:22][CH:21]=3)[C:7]3=[N:6][CH2:10][CH2:9][N:8]23)[CH:20]=[CH:19][CH:18]=[CH:17][CH:16]=1 |f:2.3|. Procedure details: Seventeen grams of the phthalimidine hydrochloride from above, 20 g. of p-butoxyphenylsulfonyl chloride and 200 ml. of pyridine are refluxed for two hours and then the mixture is evaporated to dryness. On recrystallization of the residue from ethanol there is obtained 9b-phenyl-1,2,3,9b-tetrahydro-1-(p-butoxyphenylsulfonyl)-1H-imidazo [2,1-a]isoindol-5-one which is admixed with 25 ml. of 95 percent sulfuric acid for one hour. The reaction mixture which contains the sulfate salt of 2-(2-imidazoli... Starting materials: NC1=C(C=CC(=C1)C)S(=O)(=O)N (2-amino-4-methylbenzenesulfonamide), ClC1=CC(=C(C=C1)/C=C/S(=O)(=O)Cl)OC ((E)-2-(4-chloro-2-methoxyphenyl)ethenesulfonyl chloride). Product: ClC1=CC(=C(C=C1)/C=C/S(=O)(=O)NC1=C(C=CC(=C1)C)S(=O)(=O)N)OC ((E)-2-(2-(4-Chloro-2-methoxyphenyl)vinylsulfonamido)-4-methylbenzenesulfonamide). Isolated yield 69.0%. Reaction SMILES: [NH2:1][C:2]1[CH:7]=[C:6]([CH3:8])[CH:5]=[CH:4][C:3]=1[S:9]([NH2:12])(=[O:11])=[O:10].[Cl:13][C:14]1[CH:19]=[CH:18][C:17](/[CH:20]=[CH:21]/[S:22](Cl)(=[O:24])=[O:23])=[C:16]([O:26][CH3:27])[CH:15]=1>>[Cl:13][C:14]1[CH:19]=[CH:18][C:17](/[CH:20]=[CH:21]/[S:22]([NH:1][C:2]2[CH:7]=[C:6]([CH3:8])[CH:5]=[CH:4][C:3]=2[S:9]([NH2:12])(=[O:10])=[O:11])(=[O:23])=[O:24])=[C:16]([O:26][CH3:27])[CH:15]=1. Procedure: The title compound was synthesized as described for Example 194 a) in 69% yield, starting from 2-amino-4-methylbenzenesulfonamide and (E)-2-(4-chloro-2-methoxyphenyl)ethenesulfonyl chloride (1.5 equiv.). Purification by column chromatography, using chloroform/methanol (95:5) as the eluent.